This data is from the Open Reaction Database (ORD), a public repository of structured organic reaction records. The task is: describe an organic reaction: reactants, conditions, products, and yield Starting materials: O (water), C[Si](C)(C)Cl (trimethylsilyl chloride), N1C=NC=C1 (imidazole), C[C@@H]([C@@](CN1N=CN=C1)(O)C1=CC=C(C=C1)Cl)CC ((2R*,3R*)-3-methyl-2-(4-chlorophenyl) -(1H-1,2,4-triazol-1-yl)-2-pentanol). Solvent: CN(C=O)C (N,N-dimethylformamide). Conditions: temperature 50 celsius, time 4 hour. Yields the product ClC1=CC=C(C=C1)[C@@](CN1N=CN=C1)([C@@H](C=C)C)O[Si](C)(C)C ((2R*,3R*)-2-(4-Chlorophenyl)-3-methyl-2-(trimethylsilyloxy) -1-(1H-1,2,4-triazol-1-yl)-4-pentene). Isolated yield 114.7%. RXN SMILES: [CH3:1][Si:2](Cl)([CH3:4])[CH3:3].N1C=CN=C1.[CH3:11][C@H:12]([CH2:28][CH3:29])[C@:13]([C:21]1[CH:26]=[CH:25][C:24]([Cl:27])=[CH:23][CH:22]=1)([OH:20])[CH2:14][N:15]1[CH:19]=[N:18][CH:17]=[N:16]1.O>CN(C)C=O>[Cl:27][C:24]1[CH:25]=[CH:26][C:21]([C@:13]([O:20][Si:2]([CH3:4])([CH3:3])[CH3:1])([C@H:12]([CH3:11])[CH:28]=[CH2:29])[CH2:14][N:15]2[CH:19]=[N:18][CH:17]=[N:16]2)=[CH:22][CH:23]=1. Procedure details: 2.47 ml (19.4 mmole) of trimethylsilyl chloride and 1.7 g (24.3 mmole) of imidazole were added to a solution of 900 mg (3.24 mmole) of (2R*,3R*)-3-methyl-2-(4-chlorophenyl) -(1H-1,2,4-triazol-1-yl)-2-pentanol in 20 ml of N,N-dimethylformamide, and then the mixture was stirred at 50° C. for 4 hours. At the end of this time, the reaction mixture was poured into water and extracted with ethyl acetate. The extract was washed with water and dried over anhydrous sodium sulfate, after which the solvent... The reactants are Cl (hydrochloric acid), C([O-])([O-])=O.[K+].[K+] (potassium carbonate), C(C)C1(NC(CC(=N1)CC)(C)CC)C (2,4,6-triethyl-2,6-dimethyl-1,2,5,6-tetrahydropyrimidine), [Br-].[NH4+] (ammonium bromide), Cl (hydrochloric acid). Run in CO (methanol). The product is C(C)C1(NC(CC(C1C)=O)(C)CC)C (2,6-diethyl-2,3,6-trimethyl-4-oxopiperidine). Reaction SMILES: [CH2:1]([C:3]1([CH3:14])N=[C:7]([CH2:9][CH3:10])[CH2:6][C:5]([CH2:12][CH3:13])([CH3:11])[NH:4]1)[CH3:2].[Br-].[NH4+].Cl.C(=O)([O-])[O-:19].[K+].[K+]>CO>[CH2:1]([C:3]1([CH3:14])[CH:9]([CH3:10])[C:7](=[O:19])[CH2:6][C:5]([CH2:12][CH3:13])([CH3:11])[NH:4]1)[CH3:2] |f:1.2,4.5.6|. Procedure details: 19.6 g of 2,4,6-triethyl-2,6-dimethyl-1,2,5,6-tetrahydropyrimidine and 0.4 g of ammonium bromide were added to 200 ml of methanol. To the mixture was added dropwise 10 g of 37% hydrochloric acid at 10° C., with stirring. After completion of the addition the whole was stirred at room temperature for 4 hours and there was then added a further 20 ml of 18% hydrochloric acid. The mixture was then heated at 30°-40° C. for 7 hours and allowed to stand over night at room temperature. The mixture was ma...